This data is from the Open Reaction Database (ORD), a public repository of structured organic reaction records. The task is: describe an organic reaction: reactants, conditions, products, and yield Reactants: ICC (iodoethane), O[C@@H]1CN(CC1)C(=O)C1=CC2=NC=CC(=C2S1)Cl ((3S)-(3-hydroxy-pyrrolidin-1-yl)-[7-chloro-thieno[3,2-b]pyridin-2-yl]-methanone). The product is ClC1=C2C(=NC=C1)C=C(S2)C(=O)N2C[C@H](CC2)OCC ((3S)-(7-Chloro-thieno[3,2-b]pyridin-2-yl)-(3-ethoxy-pyrrolidin-1-yl)-methanone). RXN SMILES: I[CH2:2][CH3:3].[OH:4][C@H:5]1[CH2:9][CH2:8][N:7]([C:10]([C:12]2[S:20][C:19]3[C:14](=[N:15][CH:16]=[CH:17][C:18]=3[Cl:21])[CH:13]=2)=[O:11])[CH2:6]1>>[Cl:21][C:18]1[CH:17]=[CH:16][N:15]=[C:14]2[CH:13]=[C:12]([C:10]([N:7]3[CH2:8][CH2:9][C@H:5]([O:4][CH2:2][CH3:3])[CH2:6]3)=[O:11])[S:20][C:19]=12. Procedure details: The title compound was prepared from iodoethane and (3S)-(3-hydroxy-pyrrolidin-1-yl)-[7-chloro-thieno[3,2-b]pyridin-2-yl]-methanone by a procedure analogous to Example 67B. MS: 311.2/313.2 (MH+); HPLC Rf: 4.692 min.; HPLC purity: 96%. The reactants are BrC1=CC=C(C=C1)C1=COC2=CC(=CC=C2C1=O)O (3-(4-Bromo-phenyl)-7-hydroxy-chromen-4-one), O.NN (hydrazine hydrate). Solvent: C(C)O (ethanol). Yields the product BrC1=CC=C(C=C1)C=1C(=NNC1)C1=C(C=C(C=C1)O)O (4-[4-(4-Bromo-phenyl)-1H-pyrazol-3-yl]-benzene-1,3-diol). RXN SMILES: [Br:1][C:2]1[CH:7]=[CH:6][C:5]([C:8]2[C:17](=O)[C:16]3[C:11](=[CH:12][C:13]([OH:19])=[CH:14][CH:15]=3)[O:10][CH:9]=2)=[CH:4][CH:3]=1.O.[NH2:21][NH2:22]>C(O)C>[Br:1][C:2]1[CH:7]=[CH:6][C:5]([C:8]2[C:17]([C:16]3[CH:15]=[CH:14][C:13]([OH:19])=[CH:12][C:11]=3[OH:10])=[N:21][NH:22][CH:9]=2)=[CH:4][CH:3]=1 |f:1.2|. Procedure: This compounds was synthesised in the same manner as described in the preceding experiment. 3-(4-Bromo-phenyl)-7-hydroxy-chromen-4-one (0.1 g, 0.3 mmol), hydrazine hydrate (4 ml), ethanol (10 ml). The crude solid product was washed in hot ether to give 4-[4-(4-Bromo-phenyl)-1H-pyrazol-3-yl]-benzene-1,3-diol as a white solid (0.069, 60.6%); Rf 0.44 Cf SM 0.79 ethyl acetate/hexane (75/25). The reactants are ClC1=C2C(=NC=C1[N+](=O)[O-])C=CS2 (7-chloro-6-nitrothieno[3,2-b]pyridine), N[C@@H]1C[C@H]([C@H](CC1)CC#N)OC ([(1R,2R,4S)-4-amino-2-methoxycyclohexyl]acetonitrile), C(C)(C)N(C(C)C)CC (N,N-diisopropylethylamine). Run in C(C)(C)O (isopropyl alcohol). Run at temperature 90 celsius. Yields the product CO[C@H]1[C@H](CC[C@@H](C1)NC1=C2C(=NC=C1[N+](=O)[O-])C=CS2)CC#N ({(1R,2R,4S)-2-Methoxy-4-[(6-nitrothieno[3,2-b]pyridin-7-yl)amino]cyclohexyl}acetonitrile). Yield: 78.7%. As a reaction SMILES: Cl[C:2]1[C:7]([N+:8]([O-:10])=[O:9])=[CH:6][N:5]=[C:4]2[CH:11]=[CH:12][S:13][C:3]=12.[NH2:14][C@H:15]1[CH2:20][CH2:19][C@H:18]([CH2:21][C:22]#[N:23])[C@H:17]([O:24][CH3:25])[CH2:16]1.C(N(CC)C(C)C)(C)C>C(O)(C)C>[CH3:25][O:24][C@@H:17]1[CH2:16][C@@H:15]([NH:14][C:2]2[C:7]([N+:8]([O-:10])=[O:9])=[CH:6][N:5]=[C:4]3[CH:11]=[CH:12][S:13][C:3]=23)[CH2:20][CH2:19][C@@H:18]1[CH2:21][C:22]#[N:23]. Reported procedure: A mixture of 7-chloro-6-nitrothieno[3,2-b]pyridine (381 mg, 1.78 mmol), [(1R,2R,4S)-4-amino-2-methoxycyclohexyl]acetonitrile (racemic) (310 mg, 1.8 mmol) and N,N-diisopropylethylamine (1.2 mL, 7.1 mmol) in isopropyl alcohol (4.2 mL) was heated at 90° C. for 2 h. The crude was concentrated and purified with flash chromatography to give the desired product (485 mg, 78%). LCMS calculated for C15H19N4O3S (M+H)+: m/z=347.1. Found: 347.0. Reactants: C(C)(C)(C)OC(=O)N1CC(C1)I (3-iodo-azetidine-1-carboxylic acid tert-butyl ester), O (Water), TMS-CI, BrCCBr (1,2-dibromoethane), FC(S(=O)(=O)OC1=CC=2C(C(CCC2C=C1)NC(=O)OCC)CC1=CC(=C(C=C1)Cl)Cl)(F)F (8-(3,4-Dichlorobenzyl)-7-[(ethoxycarbonyl)amino]-5,6,7,8-tetrahydronaphthalen-2-yl trifluoromethanesulfonate). Reagents/catalysts: [Zn] (zinc), [Cu]I (CuI), C1=CC=C(C=C1)P([C-]2C=CC=C2)C3=CC=CC=C3.C1=CC=C(C=C1)P([C-]2C=CC=C2)C3=CC=CC=C3.Cl[Pd]Cl.[Fe+2] (PdCl2(dppf)). The solvent is CC(=O)N(C)C (DMA), CC(=O)N(C)C (DMA), CC(=O)N(C)C (DMA). Reaction conditions: temperature 67.5 celsius, time 30 minute. Yields the product C(C)(C)(C)OC(=O)N1CC(C1)C1=CC=2C(C(CCC2C=C1)NC(=O)OCC)CC1=CC(=CC=C1)Cl (3-[8-(3-Chloro-benzyl)-7-ethoxycarbonylamino-5,6,7,8-tetrahydro-naphthalen-2-yl]azetidine-1-carboxylic acid tert-butyl ester). Isolated yield 86.3%. RXN SMILES: BrCCBr.[C:5]([O:9][C:10]([N:12]1[CH2:15][CH:14](I)[CH2:13]1)=[O:11])([CH3:8])([CH3:7])[CH3:6].FC(F)(F)S(O[C:23]1[CH:32]=[CH:31][C:30]2[CH2:29][CH2:28][CH:27]([NH:33][C:34]([O:36][CH2:37][CH3:38])=[O:35])[CH:26]([CH2:39][C:40]3[CH:45]=[CH:44][C:43](Cl)=[C:42]([Cl:47])[CH:41]=3)[C:25]=2[CH:24]=1)(=O)=O.O>CC(N(C)C)=O.[Zn].[Cu]I.C1C=CC(P(C2C=CC=CC=2)[C-]2C=CC=C2)=CC=1.C1C=CC(P(C2C=CC=CC=2)[C-]2C=CC=C2)=CC=1.Cl[Pd]Cl.[Fe+2]>[C:5]([O:9][C:10]([N:12]1[CH2:15][CH:14]([C:23]2[CH:32]=[CH:31][C:30]3[CH2:29][CH2:28][CH:27]([NH:33][C:34]([O:36][CH2:37][CH3:38])=[O:35])[CH:26]([CH2:39][C:40]4[CH:45]=[CH:44][CH:43]=[C:42]([Cl:47])[CH:41]=4)[C:25]=3[CH:24]=2)[CH2:13]1)=[O:11])([CH3:8])([CH3:7])[CH3:6] |f:7.8.9.10|. Procedure: A suspension of zinc powder (152 mg, 2.3 mmol) in 1 ml of DMA in a dry flask was heated under N2 to 65-70° C. A mixture of TMS-CI (28 mg, 0.26 mmol) and 1,2-dibromoethane (49 mg, 0.26 mmol) was added dropwise, stirred for 30 min, followed by slow (15 min) addition of 3-iodo-azetidine-1-carboxylic acid tert-butyl ester (510 mg, 1.8 mmol) in 1 ml DMA. The reaction was cooled slowly (3 h) to room temperature, added to a mixture of 8-(3,4-chlorobenzyl)-7-[(ethoxycarbonyl)amino)-5,6,7,8-tetrahydronap... The reactants are FC1=C(C=CC=C1)C(C(=O)O)NC(=O)NC1=CC=C(C=C1)Cl (2-(2-fluorophenyl)-2-(4-chlorophenylaminocarbonylamino)-acetic acid), CN(C)CC1=C(C=CC=C1)C1=CC=C(C=C1)N (4-(2-dimethylaminomethyl-phenyl)phenylamine), O=P(Cl)(Cl)Cl (POCl3). The solvent is N1=CC=CC=C1 (pyridine). Conditions: time 8 hour. Yields the product CN(C)CC1=C(C=CC=C1)C1=CC=C(C=C1)NC(C(NC(=O)NC1=CC=C(C=C1)Cl)C1=C(C=CC=C1)F)=O (N-[4-(2-dimethylaminomethyl-phenyl)phenyl]-2-(2-fluorophenyl)-2-(4-chlorophenylaminocarbonylamino)-acetamide). Yield: 7.9%. Reaction SMILES: [F:1][C:2]1[CH:7]=[CH:6][CH:5]=[CH:4][C:3]=1[CH:8]([NH:12][C:13]([NH:15][C:16]1[CH:21]=[CH:20][C:19]([Cl:22])=[CH:18][CH:17]=1)=[O:14])[C:9]([OH:11])=O.[CH3:23][N:24]([CH2:26][C:27]1[CH:32]=[CH:31][CH:30]=[CH:29][C:28]=1[C:33]1[CH:38]=[CH:37][C:36]([NH2:39])=[CH:35][CH:34]=1)[CH3:25].O=P(Cl)(Cl)Cl>N1C=CC=CC=1>[CH3:25][N:24]([CH2:26][C:27]1[CH:32]=[CH:31][CH:30]=[CH:29][C:28]=1[C:33]1[CH:34]=[CH:35][C:36]([NH:39][C:9](=[O:11])[CH:8]([C:3]2[CH:4]=[CH:5][CH:6]=[CH:7][C:2]=2[F:1])[NH:12][C:13]([NH:15][C:16]2[CH:21]=[CH:20][C:19]([Cl:22])=[CH:18][CH:17]=2)=[O:14])=[CH:37][CH:38]=1)[CH3:23]. Procedure: To a solution of 2-(2-fluorophenyl)-2-(4-chlorophenylaminocarbonylamino)-acetic acid (60 mg, 0.19 mmol) and 4-(2-dimethylaminomethyl-phenyl)phenylamine (50 mg, 0.22 mmol) in pyridine (3 mL) cooled in an ice-bath, POCl3 (0.034 mL, 0.37 mmol) was added. After being stirred at room temperature overnight, the mixture was concentrated in vacuo. The residue was purified by HPLC to give the titled compound as a powder (8 mg). MS 531.1 and 533.1 (M+H, Cl pattern). Reactants: Ic1n[nH]c2cccc(Oc3ccccc3)c12, OB(O)c1ccccc1. The product is c1ccc(Oc2cccc3[nH]nc(-c4ccccc4)c23)cc1. RXN SMILES: [O:1]([c:2]1[cH:3][cH:4][cH:5][cH:6][cH:7]1)[c:8]1[c:9]2[c:10]([I:17])[n:11][nH:12][c:13]2[cH:14][cH:15][cH:16]1.[c:18]1([B:24]([OH:25])[OH:26])[cH:19][cH:20][cH:21][cH:22][cH:23]1>>[O:1]([c:2]1[cH:3][cH:4][cH:5][cH:6][cH:7]1)[c:8]1[c:9]2[c:10](-[c:18]3[cH:19][cH:20][cH:21][cH:22][cH:23]3)[n:11][nH:12][c:13]2[cH:14][cH:15][cH:16]1.